This data is from the Open Reaction Database (ORD), a public repository of structured organic reaction records. The task is: describe an organic reaction: reactants, conditions, products, and yield Reactants: C(C)OC(CSC=1SC(=NN1)NC(=O)N(C1CCCC1)C1CCCCC1)=O ([5-(3-Cyclohexyl-3-cyclopentyl-ureido)-[1,3,4]thiadiazol-2-ylsulfanyl]-acetic acid ethyl ester), C(C)OC(CSC=1SC(=NN1)N)=O (ethyl-2-[5-amino-1,3,4-thiadiazol-2-yl-thio]acetate), ( B ), C1(CCCCC1)NC1CCCC1 (cyclohexyl-cyclopentyl-amine). Product: C1(CCCCC1)N(C(NC1=NN=C(S1)SCC(=O)O)=O)C1CCCC1 ([5-(3-Cyclohexyl-3-cyclopentyl-ureido)-[1,3,4]thiadiazol-2-ylsulfanyl]-acetic acid). RXN SMILES: C([O:3][C:4](=[O:27])[CH2:5][S:6][C:7]1[S:8][C:9]([NH:12][C:13]([N:15]([CH:21]2[CH2:26][CH2:25][CH2:24][CH2:23][CH2:22]2)[CH:16]2[CH2:20][CH2:19][CH2:18][CH2:17]2)=[O:14])=[N:10][N:11]=1)C.C1(NC2CCCC2)CCCCC1.C(OC(=O)CSC1SC(N)=NN=1)C>>[CH:21]1([N:15]([CH:16]2[CH2:20][CH2:19][CH2:18][CH2:17]2)[C:13](=[O:14])[NH:12][C:9]2[S:8][C:7]([S:6][CH2:5][C:4]([OH:27])=[O:3])=[N:11][N:10]=2)[CH2:22][CH2:23][CH2:24][CH2:25][CH2:26]1. Reported procedure: [5-(3-Cyclohexyl-3-cyclopentyl-ureido)-[1,3,4]thiadiazol-2-ylsulfanyl]-acetic acid ethyl ester prepared as described in general procedures (A) and (B) using cyclohexyl-cyclopentyl-amine and ethyl-2-[5-amino-1,3,4-thiadiazol-2-yl-thio]acetate. Hydrolysis using general procedure (F) gave the title compound.